Dataset: the Open Reaction Database (ORD), a public repository of structured organic reaction records. Task: describe an organic reaction: reactants, conditions, products, and yield Reactants: C1(CC1)N1C=C(C(C2=CC(=C(C(=C12)OC)N1C[C@@](CC1)(CF)CN(CC1=CC=CC=C1)CC1=CC=CC=C1)F)=O)C(=O)O ((S)-1-Cyclopropyl-7-(3-(N,N-dibenzylaminomethyl)-3-fluoromethylpyrrolidin-1-yl)-6-fluoro-1,4-dihydro-8-methoxy-4-oxo-3-quinolinecarboxylic acid), O.NN (hydrazine hydrate). The reagents and catalysts are [C].[Pd] (palladium-carbon). The solvent is C(C)O (ethanol), aqueous solution, [OH-].[Na+] (sodium hydroxide). Conditions: time 4 hour. Product: NC[C@@]1(CN(CC1)C1=C(C=C2C(C(=CN(C2=C1OC)C1CC1)C(=O)O)=O)F)CF ((S)-7-(3-Aminomethyl-3-fluoromethylpyrrolidin-1-yl)-1-cyclopropyl-6-fluoro-1,4-dihydro-8-methoxy-4-oxo-3-quinolinecarboxylic acid). RXN SMILES: [CH:1]1([N:4]2[C:13]3[C:8](=[CH:9][C:10]([F:39])=[C:11]([N:16]4[CH2:20][CH2:19][C@@:18]([CH2:23][N:24](CC5C=CC=CC=5)CC5C=CC=CC=5)([CH2:21][F:22])[CH2:17]4)[C:12]=3[O:14][CH3:15])[C:7](=[O:40])[C:6]([C:41]([OH:43])=[O:42])=[CH:5]2)[CH2:3][CH2:2]1.O.NN>C(O)C.[OH-].[Na+].[C].[Pd]>[NH2:24][CH2:23][C@@:18]1([CH2:21][F:22])[CH2:19][CH2:20][N:16]([C:11]2[C:12]([O:14][CH3:15])=[C:13]3[C:8]([C:7](=[O:40])[C:6]([C:41]([OH:43])=[O:42])=[CH:5][N:4]3[CH:1]3[CH2:3][CH2:2]3)=[CH:9][C:10]=2[F:39])[CH2:17]1 |f:1.2,4.5,6.7|. Procedure details: (S)-1-Cyclopropyl-7-(3-(N,N-dibenzylaminomethyl)-3-fluoromethylpyrrolidin-1-yl)-6-fluoro-1,4-dihydro-8-methoxy-4-oxo-3-quinolinecarboxylic acid (19.58 g) was dissolved in ethanol (300 ml), and 10% palladium-carbon (3.9 g) and hydrazine hydrate (5.0 g) were added. The mixture was refluxed with stirring for 4 hours. The precipitated crystals were dissolved in a 2N aqueous solution of sodium hydroxide. The mixture was filtrated to remove the catalyst. After concentration, water (100 ml) was added a... Reactants: CC1(OB(OC1(C)C)C=1C=NNC1)C (4-(4,4,5,5-Tetramethyl-1,3,2-dioxaborolan-2-yl)-1H-pyrazole), CC1(C(CCC(C1)OS(=O)(=O)C)C(=O)[O-])C (2,2-dimethyl-4-[(methylsulfonyl)oxy]cyclohexanecarboxylate), C([O-])([O-])=O.[Cs+].[Cs+] (cesium carbonate), CN(C)C=O (DMF). The solvent is C(C)OCC (diethyl ether). Reaction conditions: temperature 90 celsius, time 22 hour. Yields the product CC1(C(CCC(C1)N1N=CC(=C1)B1OC(C(O1)(C)C)(C)C)C(=O)OC)C (racemic methyl 2,2-dimethyl-4-[4-(4,4,5,5-tetramethyl-1,3,2-dioxaborolan-2-yl)-1H-pyrazol-1-yl]cyclohexanecarboxylate). Reaction SMILES: [CH3:1][C:2]1([CH3:14])[C:6]([CH3:8])([CH3:7])[O:5][B:4]([C:9]2[CH:10]=[N:11][NH:12][CH:13]=2)[O:3]1.[CH3:15][C:16]1([CH3:30])[CH2:21][CH:20](OS(C)(=O)=O)[CH2:19][CH2:18][CH:17]1[C:27]([O-:29])=[O:28].[C:31](=O)([O-])[O-].[Cs+].[Cs+].CN(C=O)C>C(OCC)C>[CH3:15][C:16]1([CH3:30])[CH2:21][CH:20]([N:12]2[CH:13]=[C:9]([B:4]3[O:5][C:6]([CH3:7])([CH3:8])[C:2]([CH3:14])([CH3:1])[O:3]3)[CH:10]=[N:11]2)[CH2:19][CH2:18][CH:17]1[C:27]([O:29][CH3:31])=[O:28] |f:2.3.4|. Reported procedure: 4-(4,4,5,5-Tetramethyl-1,3,2-dioxaborolan-2-yl)-1H-pyrazole (700 mg, 3.61 mmol), 2,2-dimethyl-4-[(methylsulfonyl)oxy]cyclohexanecarboxylate (1.50 g, 3.97 mmol), and cesium carbonate (1.29 g, 3.97 mmol) were added to an oven-dried flask. DMF (12 mL) was added and the mixture was stirred at 90° C. for 22 hours. The mixture was cooled to room temperature, diluted with diethyl ether, washed with water (3×50 mL), and then brine. The organic layer was dried over sodium sulfate, filtered, and concentra... The reactants are CO, CCOC(=O)C1=NN(c2ccc(Cl)cc2)C(c2ccccc2)C1, [Na+], [OH-], O. Product: O=C(O)C1=NN(c2ccc(Cl)cc2)C(c2ccccc2)C1. As a reaction SMILES: [CH3:27][OH:28].[Cl:1][c:2]1[cH:3][cH:4][c:5]([N:8]2[N:9]=[C:10]([C:19](=[O:20])[O:21][CH2:22][CH3:23])[CH2:11][CH:12]2[c:13]2[cH:14][cH:15][cH:16][cH:17][cH:18]2)[cH:6][cH:7]1.[Na+:26].[OH-:25].[OH2:24]>>[Cl:1][c:2]1[cH:3][cH:4][c:5]([N:8]2[N:9]=[C:10]([C:19](=[O:20])[OH:21])[CH2:11][CH:12]2[c:13]2[cH:14][cH:15][cH:16][cH:17][cH:18]2)[cH:6][cH:7]1. Starting materials: Cc1cnc(N2CCN(C(=O)c3ccc(Br)cc3S(C)(=O)=O)CC2)c(C)c1, CC1(C)CNC(=O)O1. Product: Cc1cnc(N2CCN(C(=O)c3ccc(N4CC(C)(C)OC4=O)cc3S(C)(=O)=O)CC2)c(C)c1. As a reaction SMILES: [Br:1][c:2]1[cH:3][c:4]([S:24](=[O:25])(=[O:26])[CH3:27])[c:5]([C:8](=[O:9])[N:10]2[CH2:11][CH2:12][N:13]([c:16]3[n:17][cH:18][c:19]([CH3:23])[cH:20][c:21]3[CH3:22])[CH2:14][CH2:15]2)[cH:6][cH:7]1.[CH3:28][C:29]1([CH3:35])[CH2:30][NH:31][C:32](=[O:34])[O:33]1>>[c:2]1([N:31]2[CH2:30][C:29]([CH3:28])([CH3:35])[O:33][C:32]2=[O:34])[cH:3][c:4]([S:24](=[O:25])(=[O:26])[CH3:27])[c:5]([C:8](=[O:9])[N:10]2[CH2:11][CH2:12][N:13]([c:16]3[n:17][cH:18][c:19]([CH3:23])[cH:20][c:21]3[CH3:22])[CH2:14][CH2:15]2)[cH:6][cH:7]1. Starting materials: O=C([O-])[O-], CCCCO, COc1ccc(C(F)(F)F)cc1N, ClCCNCCCl, Cl, [I-], [K+], [K+], [K+], [Na+], [OH-], O. Yields the product COc1ccc(C(F)(F)F)cc1N1CCNCC1. As a reaction SMILES: [C:22](=[O:23])([O-:24])[O-:25].[CH2:32]([OH:33])[CH2:34][CH2:35][CH3:36].[CH3:1][O:2][c:3]1[c:4]([NH2:5])[cH:6][c:7]([C:10]([F:11])([F:12])[F:13])[cH:8][cH:9]1.[Cl:15][CH2:16][CH2:17][NH:18][CH2:19][CH2:20][Cl:21].[ClH:14].[I-:29].[K+:26].[K+:27].[K+:28].[Na+:31].[OH-:30].[OH2:37]>>[CH3:1][O:2][c:3]1[c:4]([N:5]2[CH2:16][CH2:17][NH:18][CH2:19][CH2:20]2)[cH:6][c:7]([C:10]([F:11])([F:12])[F:13])[cH:8][cH:9]1. RXN SMILES: [CH:30]([N:31]([CH2:32][CH3:33])[CH:34]([CH3:35])[CH3:36])([CH3:37])[CH3:38].[Cl:45][CH2:46][Cl:47].[F:23][C:24]([F:25])([F:26])[C:27]([OH:28])=[O:29].[N:39](=[C:40]=[O:41])[CH:42]([CH3:43])[CH3:44].[NH2:1][CH:2]([C:3](=[O:4])[N:5]1[CH2:6][C:7]([CH3:18])([CH3:19])[N:8]([c:11]2[cH:12][cH:13][c:14]([Cl:17])[cH:15][cH:16]2)[CH2:9][CH2:10]1)[CH:20]([CH3:21])[CH3:22]>>[NH:1]([CH:2]([C:3](=[O:4])[N:5]1[CH2:6][C:7]([CH3:18])([CH3:19])[N:8]([c:11]2[cH:12][cH:13][c:14]([Cl:17])[cH:15][cH:16]2)[CH2:9][CH2:10]1)[CH:20]([CH3:21])[CH3:22])[C:40]([NH:39][CH:42]([CH3:43])[CH3:44])=[O:41]. Starting materials: CCN(C(C)C)C(C)C, ClCCl, O=C(O)C(F)(F)F, CC(C)N=C=O, CC(C)C(N)C(=O)N1CCN(c2ccc(Cl)cc2)C(C)(C)C1. Yields the product CC(C)NC(=O)NC(C(=O)N1CCN(c2ccc(Cl)cc2)C(C)(C)C1)C(C)C. Starting materials: BrCC(=O)C1=C(C(=CC=C1)F)F (2-bromo-1-(2,3-difluorophenyl)ethanone), [S-]C#N.[K+] (potassium thiocyanate), O (water). Solvent: C(C)O (ethanol). The product is FC1=C(C=CC=C1F)C(CSC#N)=O (2-(2,3-Difluorophenyl)-2-oxoethyl thiocyanate). Yield: 86.9%. As a reaction SMILES: Br[CH2:2][C:3]([C:5]1[CH:10]=[CH:9][CH:8]=[C:7]([F:11])[C:6]=1[F:12])=[O:4].[S-:13][C:14]#[N:15].[K+].O>C(O)C>[F:12][C:6]1[C:7]([F:11])=[CH:8][CH:9]=[CH:10][C:5]=1[C:3](=[O:4])[CH2:2][S:13][C:14]#[N:15] |f:1.2|. Reported procedure: A solution of 2-bromo-1-(2,3-difluorophenyl)ethanone (7.20 g, 30.6 mmol) and potassium thiocyanate (3.01 g, 30.6 mmol) in ethanol (70 ml) was stirred at 80° C. for 2 hours. After cooling to room temperature, water (85 ml) was poured to the reaction mixture, and the mixture was extracted with chloroform. The extract was washed with water, and dried over anhydrous magnesium sulfate, and the solvent was distilled off under reduced pressure to give 5.67 g (86.8%) of the desired product as an oil. Starting materials: [Si](C)(C)(C(C)(C)C)OCC=1N=CN(C1)C(C1=CC=CC=C1)(C1=CC=CC=C1)C1=CC=CC=C1 (4-(tert-butyldimethylsilyloxymethyl)-1-(triphenylmethyl)imidazole), FC(S(=O)(=O)OS(=O)(=O)C(F)(F)F)(F)F (Trifluoromethanesulfonic anhydride), C(#N)C1=C(C=C(C=C1)C(C)O)F (1-(4-cyano-3-fluorophenyl)ethanol), C(C)(C)N(C(C)C)CC (N,N-diisopropylethylamine). The solvent is C(Cl)Cl (CH2Cl2), CO (Methanol). Conditions: temperature -78 celsius, time 18 hour. The product is [Si](C)(C)(C(C)(C)C)OCC1=CN=CN1C(C)C1=CC(=C(C=C1)C#N)F (5-(tert-Butyldimethylsilyloxymethyl)-1-[1-(4-cyano-3-fluorophenyl)ethyl]imidazole). Reaction SMILES: [Si:1]([O:8][CH2:9][C:10]1[N:11]=[CH:12][N:13](C(C2C=CC=CC=2)(C2C=CC=CC=2)C2C=CC=CC=2)[CH:14]=1)([C:4]([CH3:7])([CH3:6])[CH3:5])([CH3:3])[CH3:2].[C:34]([C:36]1[CH:41]=[CH:40][C:39]([CH:42](O)[CH3:43])=[CH:38][C:37]=1[F:45])#[N:35].C(N(CC)C(C)C)(C)C.FC(F)(F)S(OS(C(F)(F)F)(=O)=O)(=O)=O>C(Cl)Cl.CO>[Si:1]([O:8][CH2:9][C:10]1[N:11]([CH:42]([C:39]2[CH:40]=[CH:41][C:36]([C:34]#[N:35])=[C:37]([F:45])[CH:38]=2)[CH3:43])[CH:12]=[N:13][CH:14]=1)([C:4]([CH3:7])([CH3:5])[CH3:6])([CH3:2])[CH3:3]. Procedure: A mixture of 4-(tert-butyldimethylsilyloxymethyl)-1-(triphenylmethyl)imidazole, as described above in Step D, (485 mg, 1.07 mmol), 1-(4-cyano-3-fluorophenyl)ethanol, as described above in Step C, (160 mg, 0.969 mmol), and N,N-diisopropylethylamine (0.219 mL, 1.26 mmol) in CH2Cl2 (12 mL) was cooled to −78° C., under argon. Trifluoromethanesulfonic anhydride (0.196 mL, 1.17 mmol) was added dropwise, and the mixture was stirred for 18 hours while it slowly warmed to ambient temperature. Methanol (1... The reactants are OOS(=O)[O-].[K+] (oxone), OOS(=O)[O-].[K+] (oxone), C(C)SC1=CC=C(OC2=C(NC3=CC=C(C=C23)C(F)(F)F)C)C=C1 (3-[4-(Ethylthio)phenoxy]-2-methyl-5-(trifluoromethyl)-1H-indole), O (water). Solvent: C(C)#N (acetonitrile). Run at time 2 hour. Product: C(C)S(=O)(=O)C1=CC=C(OC2=C(NC3=CC=C(C=C23)C(F)(F)F)C)C=C1 (3-[4-(Ethylsulfonyl)phenoxy]-2-methyl-5-(trifluoromethyl)-1H-indole). Reaction SMILES: [OH:1]OS([O-])=O.[K+].[CH2:7]([S:9][C:10]1[CH:30]=[CH:29][C:13]([O:14][C:15]2[C:23]3[C:18](=[CH:19][CH:20]=[C:21]([C:24]([F:27])([F:26])[F:25])[CH:22]=3)[NH:17][C:16]=2[CH3:28])=[CH:12][CH:11]=1)[CH3:8].[OH2:31]>C(#N)C>[CH2:7]([S:9]([C:10]1[CH:30]=[CH:29][C:13]([O:14][C:15]2[C:23]3[C:18](=[CH:19][CH:20]=[C:21]([C:24]([F:25])([F:27])[F:26])[CH:22]=3)[NH:17][C:16]=2[CH3:28])=[CH:12][CH:11]=1)(=[O:1])=[O:31])[CH3:8] |f:0.1|. Procedure details: A solution of oxone (1.0 g) in water (30 ml) was added to a solution of the product from step (ii) (1.4 g) in acetonitrile (100 ml) and stirred for 2 h. Further oxone (500 mg) was added and the reaction stirred for a further 3 h. The mixture was evaporated to ˜50 ml, extracted with EtOAc, washed with aqueous sodium metabisulphite and brine, dried (MgSO4), filtered and evaporated. The residue was purified by chromatography on silica eluting with 30% etlhylacetate/iso-hexane.